From a dataset of the Open Reaction Database (ORD), a public repository of structured organic reaction records. describe an organic reaction: reactants, conditions, products, and yield The reactants are C1=C(C=CC2=CC=CC=C12)C(C(=O)O)C(C)C (2-(2-naphthyl)-3-methylbutanoic acid), C(#N)C(O)C1=NC(=CC=C1)OC1=CC=C(C=C1)F (cyano [6-(4-fluorophenoxy)-2-pyridyl]methanol). The product is C1=C(C=CC2=CC=CC=C12)C(C(=O)OC(C1=NC(=CC=C1)OC1=CC=C(C=C1)F)C#N)C(C)C (cyano[6-(4-fluorophenoxy)-2-pyridyl]methyl 2-(2-naphthyl)-3-methylbutanoate). RXN SMILES: [CH:1]1[C:10]2[C:5](=[CH:6][CH:7]=[CH:8][CH:9]=2)[CH:4]=[CH:3][C:2]=1[CH:11]([CH:15]([CH3:17])[CH3:16])[C:12]([OH:14])=[O:13].[C:18]([CH:20]([C:22]1[CH:27]=[CH:26][CH:25]=[C:24]([O:28][C:29]2[CH:34]=[CH:33][C:32]([F:35])=[CH:31][CH:30]=2)[N:23]=1)O)#[N:19]>>[CH:1]1[C:10]2[C:5](=[CH:6][CH:7]=[CH:8][CH:9]=2)[CH:4]=[CH:3][C:2]=1[CH:11]([CH:15]([CH3:17])[CH3:16])[C:12]([O:14][CH:20]([C:18]#[N:19])[C:22]1[CH:27]=[CH:26][CH:25]=[C:24]([O:28][C:29]2[CH:34]=[CH:33][C:32]([F:35])=[CH:31][CH:30]=2)[N:23]=1)=[O:13]. Procedure details: Following the procedure of Example 3, 2-(2-naphthyl)-3-methylbutanoic acid is reacted with cyano [6-(4-fluorophenoxy)-2-pyridyl]methanol to give cyano[6-(4-fluorophenoxy)-2-pyridyl]methyl 2-(2-naphthyl)-3-methylbutanoate. Reactants: C(C)N(CC)CCCOC1=CC=C(C(=O)Cl)C=C1 (4-(diethylaminopropyloxy)benzoyl chloride), ClC=1C=CC2=C(C=C(O2)C2=CC=C(C=C2)OC)C1 (5-chloro-2-(4-methoxyphenyl)benzofuran), [Cl-] (chloride). Run in C(Cl)Cl (DCM). Conditions: time 3 hour. The product is ClC=1C=CC2=C(C(=C(O2)C2=CC=C(C=C2)OC)C(C2=CC=C(C=C2)OCCCN(CC)CC)=O)C1 (5-chloro-2-(4-methoxyphenyl)-3-[4-(3-diethylaminopropyloxy)benzoyl]benzofuran). As a reaction SMILES: [Cl:1][C:2]1[CH:3]=[CH:4][C:5]2[O:9][C:8]([C:10]3[CH:15]=[CH:14][C:13]([O:16][CH3:17])=[CH:12][CH:11]=3)=[CH:7][C:6]=2[CH:18]=1.[CH2:19]([N:21]([CH2:24][CH2:25][CH2:26][O:27][C:28]1[CH:36]=[CH:35][C:31]([C:32](Cl)=[O:33])=[CH:30][CH:29]=1)[CH2:22][CH3:23])[CH3:20].[Cl-]>C(Cl)Cl>[Cl:1][C:2]1[CH:3]=[CH:4][C:5]2[O:9][C:8]([C:10]3[CH:11]=[CH:12][C:13]([O:16][CH3:17])=[CH:14][CH:15]=3)=[C:7]([C:32](=[O:33])[C:31]3[CH:30]=[CH:29][C:28]([O:27][CH2:26][CH2:25][CH2:24][N:21]([CH2:22][CH3:23])[CH2:19][CH3:20])=[CH:36][CH:35]=3)[C:6]=2[CH:18]=1. Procedure: A solution of 5-chloro-2-(4-methoxyphenyl)benzofuran (1 g, 3.9 mmol) in DCM (100 mL) was stirred at 0° C. under nitrogen. The compound of Example 2(iii) (1.68 g, 6.9 mmol) was added followed by the drop-wise addition of tinIV chloride solution (1M DCM, 11.6 mmol). The colour became a deep red and the reaction was stirred at RT. for 3 hrs. The resulting suspension was poured onto ice-water (250 mL) and the organic portion separated. The aqueous layer was extracted with DCM and the organic portion... Reactants: [N-]=[N+]=[N-].[Na+] (Sodium azide), BrC1=NC(=CC=C1)CBr (2-Bromo-6-(bromomethyl)pyridine). Run in O (water), CS(=O)C (DMSO). Conditions: time 4 hour. Product: N(=[N+]=[N-])CC1=NC(=CC=C1)Br (2-(Azidomethyl)-6-bromopyridine). Reaction SMILES: [N-:1]=[N+:2]=[N-:3].[Na+].[Br:5][C:6]1[CH:11]=[CH:10][CH:9]=[C:8]([CH2:12]Br)[N:7]=1>CS(C)=O.O>[N:1]([CH2:12][C:8]1[CH:9]=[CH:10][CH:11]=[C:6]([Br:5])[N:7]=1)=[N+:2]=[N-:3] |f:0.1|. Reported procedure: Sodium azide (3.11 g, 47.8 mmol) and 2-bromo-6-(bromomethyl)pyridine (Example 190, Step 1) (4.00 g, 15.94 mmol) were combined in DMSO (30 mL) and stirred at room temperature for 4 h. The mixture was subsequently diluted with water and extracted with Et2O (2×). The combined organic extracts were washed with brine, dried (MgSO4), filtered, and evaporated under reduced pressure. The residue was purified by flash chromatography (0-10% EtOAc/hexanes) to yield the title compound as a colorless oil. Starting materials: Cc1cc(C2CC2)cnc1N1CCN(C(=O)c2ccc(Cl)cc2Br)CC1, CC(=O)N1CCNC1=O. Yields the product CC(=O)N1CCN(c2cc(Cl)ccc2C(=O)N2CCN(c3ncc(C4CC4)cc3C)CC2)C1=O. RXN SMILES: [Br:1][c:2]1[c:3]([C:9](=[O:10])[N:11]2[CH2:12][CH2:13][N:14]([c:17]3[n:18][cH:19][c:20]([CH:24]4[CH2:25][CH2:26]4)[cH:21][c:22]3[CH3:23])[CH2:15][CH2:16]2)[cH:4][cH:5][c:6]([Cl:8])[cH:7]1.[C:27]([CH3:28])(=[O:29])[N:30]1[C:31](=[O:35])[NH:32][CH2:33][CH2:34]1>>[c:2]1([N:32]2[C:31](=[O:35])[N:30]([C:27]([CH3:28])=[O:29])[CH2:34][CH2:33]2)[c:3]([C:9](=[O:10])[N:11]2[CH2:12][CH2:13][N:14]([c:17]3[n:18][cH:19][c:20]([CH:24]4[CH2:25][CH2:26]4)[cH:21][c:22]3[CH3:23])[CH2:15][CH2:16]2)[cH:4][cH:5][c:6]([Cl:8])[cH:7]1. Starting materials: C(C1=CC=CC=C1)OC(=O)N[C@@H]([C@H](OC(C)(C)C)C)C(=O)NCC(=O)NCC1=C2OC=3C(=C(C=CC3C(C2=CC=C1OC)(C)C)OC)CC(=O)OCC1=CC=CC=C1 (benzyl 5-[(N-benzyloxycarbonyl-O-tert-butyl-L-threonyl-glycyl)aminomethyl]-3,6-dimethoxy-9,9-dimethylxanthene-4-acetate). The reagents and catalysts are [Pd] (palladium/charcoal). Run in CO (methanol). Yields the product COC=1C=CC=2C(C3=CC=C(C=C3OC2C1CC(=O)O)OC)(C)C (3,6-dimethoxy-9,9-dimethylxanthene-4-acetic acid). As a reaction SMILES: C(OC(N[C@H](C(NCC(NC[C:28]1[C:41]([O:42][CH3:43])=[CH:40][CH:39]=[C:38]2[C:29]=1[O:30][C:31]1[C:32]([CH2:48][C:49]([O:51]CC3C=CC=CC=3)=[O:50])=[C:33]([O:46][CH3:47])[CH:34]=[CH:35][C:36]=1[C:37]2([CH3:45])[CH3:44])=O)=O)[C@@H](C)OC(C)(C)C)=O)C1C=CC=CC=1>[Pd].CO>[CH3:47][O:46][C:33]1[CH:34]=[CH:35][C:36]2[C:37]([CH3:45])([CH3:44])[C:38]3[C:29]([O:30][C:31]=2[C:32]=1[CH2:48][C:49]([OH:51])=[O:50])=[CH:28][C:41]([O:42][CH3:43])=[CH:40][CH:39]=3. Procedure details: A solution of 0.67 g (0.84 mmol) of benzyl 5-[(N-benzyloxycarbonyl-O-tert-butyl-L-threonyl-glycyl)aminomethyl]-3,6-dimethoxy-9,9-dimethylxanthene-4-acetate in 100 ml of e methanol was treated with 140 mg of palladium/charcoal (10%) and stirred under hydrogen for 1. hour. Thereafter, the catalyst was filtered off and the filtrate was brought to dryness. 0.46 g of 5-[O-tert-butyl-L-threonyl-glycyl)aminomethyl]-3,6-dimethoxy-9,9-dimethylxanthene-4-acetic acid was obtained as the residue in the form... Starting materials: CCOC(CCN1C=Cc2cc(OC)c(OC)cc2CC1=O)OCC, CCO, O=S(=O)(O)O. Product: COc1cc2c(cc1OC)CC(=O)N(CCC=O)C=C2. RXN SMILES: [CH2:1]([O:3][CH:4]([O:2][CH2:23][CH3:24])[CH2:5][CH2:6][N:7]1[CH:8]=[CH:9][c:10]2[c:11]([cH:15][c:16]([O:21][CH3:22])[c:17]([O:19][CH3:20])[cH:18]2)[CH2:12][C:13]1=[O:14])[CH3:25].[CH3:26][CH2:27][OH:28].[S:29](=[O:30])(=[O:31])([OH:32])[OH:33]>>[O:3]=[CH:4][CH2:5][CH2:6][N:7]1[CH:8]=[CH:9][c:10]2[c:11]([cH:15][c:16]([O:21][CH3:22])[c:17]([O:19][CH3:20])[cH:18]2)[CH2:12][C:13]1=[O:14].